Dataset: the Open Reaction Database (ORD), a public repository of structured organic reaction records. Task: describe an organic reaction: reactants, conditions, products, and yield As a reaction SMILES: [F:1][CH:2]([F:29])[CH2:3][O:4][C:5]1[CH:10]=[CH:9][CH:8]=[CH:7][C:6]=1[C:11](=[O:28])[CH2:12][CH2:13][C:14]1[N:15]=[C:16]([C:19]2[CH:24]=[CH:23][C:22]([O:25][CH3:26])=[C:21]([OH:27])[CH:20]=2)[O:17][CH:18]=1.Br[CH2:31][CH2:32][CH:33]=[CH2:34]>>[CH2:34]([O:27][C:21]1[CH:20]=[C:19]([C:16]2[O:17][CH:18]=[C:14]([CH2:13][CH2:12][C:11]([C:6]3[CH:7]=[CH:8][CH:9]=[CH:10][C:5]=3[O:4][CH2:3][CH:2]([F:1])[F:29])=[O:28])[N:15]=2)[CH:24]=[CH:23][C:22]=1[O:25][CH3:26])[CH2:33][CH:32]=[CH2:31]. Starting materials: FC(COC1=C(C=CC=C1)C(CCC=1N=C(OC1)C1=CC(=C(C=C1)OC)O)=O)F (1-[2-(2,2-difluoroethoxy)phenyl]-3-[2-(3-hydroxy-4-methoxyphenyl)oxazol-4-yl]propan-1-one), BrCCC=C (4-bromo-1-butene). Procedure: Using the compound obtained in Example 272 and 4-bromo-1-butene, white powdery 3-[2-(3-but-3-enyloxy-4-methoxyphenyl)oxazol-4-yl]-1-[2-(2,2-difluoroethoxy)phenyl]propan-1-one was obtained following the procedure of Example 3. The product is C(CC=C)OC=1C=C(C=CC1OC)C=1OC=C(N1)CCC(=O)C1=C(C=CC=C1)OCC(F)F (3-[2-(3-but-3-enyloxy-4-methoxyphenyl)oxazol-4-yl]-1-[2-(2,2-difluoroethoxy)phenyl]propan-1-one). Starting materials: C(C)C1CC(C1)(C(=O)OCC)C(=O)OCC (3-ethyl-1,1-dicarbethoxycyclobutane), [OH-].[K+] (potassium hydroxide). The solvent is C(C)O (ethanol), C(C)O (ethanol). Conditions: time 1.5 hour. Yields the product C(C)C1CC(C1)(C(=O)O)C(=O)O (3-Ethylcyclobutane-1,1-dicarboxylic acid). The yield is 84.3%. Reaction SMILES: [CH2:1]([CH:3]1[CH2:6][C:5]([C:12]([O:14]CC)=[O:13])([C:7]([O:9]CC)=[O:8])[CH2:4]1)[CH3:2].[OH-].[K+]>C(O)C>[CH2:1]([CH:3]1[CH2:4][C:5]([C:12]([OH:14])=[O:13])([C:7]([OH:9])=[O:8])[CH2:6]1)[CH3:2] |f:1.2|. Reported procedure: A solution of 7.0 g (0.031 mole) of 3-ethyl-1,1-dicarbethoxycyclobutane (prepared in 1C) dissolved in 7 ml of absolute ethanol was prepared. To this solution there was added 6.87 g (0.123 mole) of potassium hydroxide dissolved in 76 ml of absolute ethanol and the mixture was heated to reflux with stirring for 1.5 hr. The mixture was then filtered and the filter cake was washed with 10 ml of absolute ethanol and 75 ml of ether. The resulting filter cake was dissolved in 30 ml of ice water and aci... Starting materials: BrC=1C(=NC=CC1)N (3-bromopyridin-2-amine), FC1=C(C=CC(=C1)B1OC(C(O1)(C)C)(C)C)C=1C=NC(=NC1)N (5-(2-fluoro-4-(4,4,5,5-tetramethyl-1,3,2-dioxaborolan-2-yl)phenyl)pyrimidin-2-amine). The product is NC1=NC=CC=C1C1=CC(=C(C=C1)C=1C=NC(=NC1)N)F (5-[4-(2-Aminopyridin-3-yl)-2-fluorophenyl]pyrimidin-2-amine). Reaction SMILES: Br[C:2]1[C:3]([NH2:8])=[N:4][CH:5]=[CH:6][CH:7]=1.[F:9][C:10]1[CH:15]=[C:14](B2OC(C)(C)C(C)(C)O2)[CH:13]=[CH:12][C:11]=1[C:25]1[CH:26]=[N:27][C:28]([NH2:31])=[N:29][CH:30]=1>>[NH2:8][C:3]1[C:2]([C:14]2[CH:13]=[CH:12][C:11]([C:25]3[CH:30]=[N:29][C:28]([NH2:31])=[N:27][CH:26]=3)=[C:10]([F:9])[CH:15]=2)=[CH:7][CH:6]=[CH:5][N:4]=1. Procedure: The title compound was prepared in a manner similar to that described in Example 88 using 3-bromopyridin-2-amine and 5-(2-fluoro-4-(4,4,5,5-tetramethyl-1,3,2-dioxaborolan-2-yl)phenyl)pyrimidin-2-amine. MS (ESI): mass calcd. for C15H12FN5, 281.11; m/z found, 282.1 [M+H]+. 1H NMR (500 MHz, CD3OD) δ 8.64-8.54 (m, 1H), 8.00-7.89 (m, 1H), 7.74-7.64 (m, 1H), 7.46-7.36 (m, 1H), 7.09-7.03 (m, 1H). Starting materials: C1(=CC=CC=C1)NC(=O)C=1N=C2N(C=C(C=C2)C2=NC=CC=C2)C1 (N-phenyl-6-(pyrid-2-yl)imidazo[1,2-a]pyridine-2-carboxamide), IC=1C=CC=2N(C1C)C(=C(N2)C(=O)NC2=CC=CC=C2)C2=NC=CC=C2 (6-iodo-5-methyl-N-phenyl(pyrid-2-yl)imidazo[1,2-a]pyridine-2-carboxamide). Product: CC1=C(C=CC=2N1C=C(N2)C(=O)NC2=CC=CC=C2)C2=NC=CC=C2 (5-Methyl-N-phenyl-6-(pyrid-2-yl)imidazo[1,2-a]pyridine-2-carboxamide). RXN SMILES: [C:1]1([NH:7][C:8]([C:10]2[N:11]=[C:12]3[CH:17]=[CH:16][C:15]([C:18]4[CH:23]=[CH:22][CH:21]=[CH:20][N:19]=4)=[CH:14][N:13]3[CH:24]=2)=[O:9])[CH:6]=[CH:5][CH:4]=[CH:3][CH:2]=1.I[C:26]1C=CC2N(C(C3C=CC=CN=3)=C(C(NC3C=CC=CC=3)=O)N=2)C=1C>>[CH3:26][C:14]1[N:13]2[CH:24]=[C:10]([C:8]([NH:7][C:1]3[CH:2]=[CH:3][CH:4]=[CH:5][CH:6]=3)=[O:9])[N:11]=[C:12]2[CH:17]=[CH:16][C:15]=1[C:18]1[CH:23]=[CH:22][CH:21]=[CH:20][N:19]=1. Procedure details: This product is obtained in a manner similar to that for the product of Example 3, replacing the 6-iodo-N-phenylimidazo[1,2-a]pyridine-2-carboxamide with 6-iodo-5-methyl-N-phenyl(pyrid-2-yl)imidazo[1,2-a]pyridine-2-carboxamide. The reactants are CC(=O)O, CC(=O)OC(C)=O, Nc1cncc(Cl)n1, [Na+], O=C([O-])O. The product is CC(=O)Nc1cncc(Cl)n1. RXN SMILES: [CH3:21][C:22](=[O:23])[OH:24].[CH3:9][C:10](=[O:11])[O:12][C:13](=[O:14])[CH3:15].[Cl:1][c:2]1[cH:3][n:4][cH:5][c:6]([NH2:8])[n:7]1.[Na+:20].[O-:16][C:17]([OH:18])=[O:19]>>[Cl:1][c:2]1[cH:3][n:4][cH:5][c:6]([NH:8][C:10]([CH3:9])=[O:11])[n:7]1. Starting materials: Cc1cc(-c2ccc(C(F)(F)F)c(C)c2)nc(-c2cccc(Br)c2)n1, CC(C)(C)NS(=O)(=O)c1ccc(B2OC(C)(C)C(C)(C)O2)s1. Product: Cc1cc(-c2ccc(C(F)(F)F)c(C)c2)nc(-c2cccc(-c3ccc(S(=O)(=O)NC(C)(C)C)s3)c2)n1. As a reaction SMILES: [Br:1][c:2]1[cH:3][c:4](-[c:8]2[n:9][c:10]([CH3:25])[cH:11][c:12](-[c:14]3[cH:15][c:16]([CH3:24])[c:17]([C:20]([F:21])([F:22])[F:23])[cH:18][cH:19]3)[n:13]2)[cH:5][cH:6][cH:7]1.[C:26]([CH3:27])([CH3:28])([CH3:29])[NH:30][S:31](=[O:32])(=[O:33])[c:34]1[s:35][c:36]([B:39]2[O:40][C:41]([CH3:42])([CH3:43])[C:44]([CH3:45])([CH3:46])[O:47]2)[cH:37][cH:38]1>>[c:2]1(-[c:36]2[s:35][c:34]([S:31]([NH:30][C:26]([CH3:27])([CH3:28])[CH3:29])(=[O:32])=[O:33])[cH:38][cH:37]2)[cH:3][c:4](-[c:8]2[n:9][c:10]([CH3:25])[cH:11][c:12](-[c:14]3[cH:15][c:16]([CH3:24])[c:17]([C:20]([F:21])([F:22])[F:23])[cH:18][cH:19]3)[n:13]2)[cH:5][cH:6][cH:7]1. The reactants are C(C)OC(\C=C\C[C@H](CCC=C(C)C)C)=O ((E)-(S)-5,9-dimethyl-deca-2,8-dienoic acid ethyl ester), ClC1=CC(=CC=C1)C(=O)OO (3-chloro-perbenzoic acid), ice. Solvent: C(Cl)Cl (CH2Cl2), C(Cl)Cl (CH2Cl2). Product: C(C)OC(C=CC[C@@H](CCC1OC1(C)C)C)=O ((5R)-7-((RS)-3,3-dimethyl-oxiranyl)-5-methyl-hept-2-enoic acid ethyl ester). Isolated yield 101.3%. As a reaction SMILES: ClC1C=CC=C(C(OO)=[O:9])C=1.[CH2:12]([O:14][C:15](=[O:27])/[CH:16]=[CH:17]/[CH2:18][C@@H:19]([CH3:26])[CH2:20][CH2:21][CH:22]=[C:23]([CH3:25])[CH3:24])[CH3:13]>C(Cl)Cl>[CH2:12]([O:14][C:15](=[O:27])[CH:16]=[CH:17][CH2:18][C@H:19]([CH3:26])[CH2:20][CH2:21][CH:22]1[C:23]([CH3:25])([CH3:24])[O:9]1)[CH3:13]. Procedure: 13.54 g of 3-chloro-perbenzoic acid (MCPBA, 70%) was dissolved in 30 ml of CH2Cl2 and cooled to 0°. 8.84 g of (E)-(S)-5,9-dimethyl-deca-2,8-dienoic acid ethyl ester dissolved in 15 ml of CH2Cl2, was slowly added and the mixture kept for an additional 0.5 h in the ice bath. The reaction was then quenched by pouring onto crushed ice/sodium pyrosulfite, extracted twice with AcOEt, washed with 2N NaOH, water and brine, dried over sodium sulfate and evaporated to dryness to yield 9.59 g of (5R)-7-((R... Reactants: COc1cc(Br)cnc1OC, CN(C)C=O, N#C[Cu]. Yields the product COc1cc(C#N)cnc1OC. RXN SMILES: [Br:1][c:2]1[cH:3][c:4]([O:10][CH3:11])[c:5]([O:8][CH3:9])[n:6][cH:7]1.[CH3:15][N:16]([CH3:17])[CH:18]=[O:19].[Cu:12][C:13]#[N:14]>>[c:2]1([C:13]#[N:14])[cH:3][c:4]([O:10][CH3:11])[c:5]([O:8][CH3:9])[n:6][cH:7]1. The reactants are [Li]CCCC, CCCC[Sn](Cl)(CCCC)CCCC, C1CCOC1, CCCCCC, CSc1nc(SC)n2ccsc12, CCOC(C)=O. Yields the product CCCC[Sn](CCCC)(CCCC)c1cn2c(SC)nc(SC)c2s1. Reaction SMILES: [CH2:19]([Li:20])[CH2:21][CH2:22][CH3:23].[CH2:24]([CH2:25][CH2:26][CH3:27])[Sn:28]([CH2:29][CH2:30][CH2:31][CH3:32])([CH2:33][CH2:34][CH2:35][CH3:36])[Cl:37].[CH2:44]1[O:45][CH2:46][CH2:47][CH2:48]1.[CH3:13][CH2:14][CH2:15][CH2:16][CH2:17][CH3:18].[CH3:1][S:2][c:3]1[n:4][c:5]([S:11][CH3:12])[c:6]2[s:7][cH:8][cH:9][n:10]12.[CH3:38][CH2:39][O:40][C:41](=[O:42])[CH3:43]>>[CH3:1][S:2][c:3]1[n:4][c:5]([S:11][CH3:12])[c:6]2[s:7][c:8]([Sn:28]([CH2:24][CH2:25][CH2:26][CH3:27])([CH2:29][CH2:30][CH2:31][CH3:32])[CH2:33][CH2:34][CH2:35][CH3:36])[cH:9][n:10]12. The reactants are CC(=O)c1ccccc1, Cl, NOCc1ccc([N+](=O)[O-])cc1. Yields the product CC(=NOCc1ccc([N+](=O)[O-])cc1)c1ccccc1. Reaction SMILES: [CH3:1][C:2](=[O:3])[c:4]1[cH:5][cH:6][cH:7][cH:8][cH:9]1.[ClH:10].[N+:11](=[O:12])([O-:13])[c:14]1[cH:15][cH:16][c:17]([CH2:18][O:19][NH2:20])[cH:21][cH:22]1>>[CH3:1][C:2]([c:4]1[cH:5][cH:6][cH:7][cH:8][cH:9]1)=[N:20][O:19][CH2:18][c:17]1[cH:16][cH:15][c:14]([N+:11](=[O:12])[O-:13])[cH:22][cH:21]1.